Dataset: the Open Reaction Database (ORD), a public repository of structured organic reaction records. Task: describe an organic reaction: reactants, conditions, products, and yield The reactants are CCO, CC(C)(C)OC(=O)N1CCC(NCCc2ccccc2[N+](=O)[O-])CC1. Product: CC(C)(C)OC(=O)N1CCC(NCCc2ccccc2N)CC1. Reaction SMILES: [CH3:26][CH2:27][OH:28].[N+:1]([O-:2])(=[O:3])[c:4]1[c:5]([CH2:6][CH2:7][NH:8][CH:9]2[CH2:10][CH2:11][N:12]([C:15](=[O:16])[O:17][C:18]([CH3:19])([CH3:20])[CH3:21])[CH2:13][CH2:14]2)[cH:22][cH:23][cH:24][cH:25]1>>[NH2:1][c:4]1[c:5]([CH2:6][CH2:7][NH:8][CH:9]2[CH2:10][CH2:11][N:12]([C:15](=[O:16])[O:17][C:18]([CH3:19])([CH3:20])[CH3:21])[CH2:13][CH2:14]2)[cH:22][cH:23][cH:24][cH:25]1. Starting materials: FC(S(=O)(=O)OS(=O)(=O)C(F)(F)F)(F)F (trifluoromethanesulfonic anhydride), COC(N(CCCCC)CCC1=C(C=CC=C1)Br)=O (methyl[2-(2-bromophenyl)ethyl]pentylcarbamate), water ice. Reagents/catalysts: CN(C1=CC=NC=C1)C (4-dimethylaminopyridine). The solvent is ClCCl (dichloromethane), ClCCl (Dichloromethane). Run at temperature 0 celsius, time 4 hour. Product: BrC1=C2CCN(C(C2=CC=C1)=O)CCCCC (5-Bromo-2-pentyl-3,4-dihydroisoquinolin-1(2H)-one). RXN SMILES: C[O:2][C:3](=O)[N:4]([CH2:10][CH2:11][C:12]1[CH:17]=[CH:16][CH:15]=[CH:14][C:13]=1[Br:18])[CH2:5][CH2:6][CH2:7][CH2:8][CH3:9].FC(F)(F)S(OS(C(F)(F)F)(=O)=O)(=O)=O>ClCCl.CN(C)C1C=CN=CC=1>[Br:18][C:13]1[CH:14]=[CH:15][CH:16]=[C:17]2[C:12]=1[CH2:11][CH2:10][N:4]([CH2:5][CH2:6][CH2:7][CH2:8][CH3:9])[C:3]2=[O:2]. Procedure: 5.44 g of methyl[2-(2-bromophenyl)ethyl]pentylcarbamate are dissolved, under an inert atmosphere, in 200 cm3 of dichloromethane at a temperature close to 20° C. 6.07 g of 4-dimethylaminopyridine are added to the reaction mixture. It is cooled to a temperature in the vicinity of 0° C. 13.94 cm3 of trifluoromethanesulfonic anhydride are poured into the reaction mixture over 15 min. The suspension is kept stirring for 4 h at a temperature close to 20° C. Dichloromethane and also 50 cm3 of a water/i... Starting materials: C(C)C1=CC=NC=C1C#N (4-ethylnicotinonitrile), CI (methyl iodide). Yields the product C(C)(C)C1=CC=NC=C1C#N (4-isopropylnicotinonitrile). Reaction SMILES: [CH2:1]([C:3]1[C:8]([C:9]#[N:10])=[CH:7][N:6]=[CH:5][CH:4]=1)[CH3:2].[CH3:11]I>>[CH:1]([C:3]1[C:8]([C:9]#[N:10])=[CH:7][N:6]=[CH:5][CH:4]=1)([CH3:11])[CH3:2]. Reported procedure: By the reaction in the same manner as in Example 64-i) using 4-ethylnicotinonitrile (2.95 g) and methyl iodide (7 ml), the title compound (1.90 g) was obtained as a yellow oil. Reactants: CCC(=O)Cl, C[O-], CCO, Cl, NC(=O)c1c(-c2ccccc2)csc1N, [Na+], O, c1ccncc1. Product: CCC(=O)Nc1scc(-c2ccccc2)c1C(N)=O. Reaction SMILES: [C:16]([CH2:17][CH3:18])(=[O:19])[Cl:20].[CH3:21][O-:22].[CH3:26][CH2:27][OH:28].[ClH:24].[NH2:1][c:2]1[s:3][cH:4][c:5](-[c:10]2[cH:11][cH:12][cH:13][cH:14][cH:15]2)[c:6]1[C:7](=[O:8])[NH2:9].[Na+:23].[OH2:25].[cH:29]1[cH:30][cH:31][n:32][cH:33][cH:34]1>>[NH:1]([c:2]1[s:3][cH:4][c:5](-[c:10]2[cH:11][cH:12][cH:13][cH:14][cH:15]2)[c:6]1[C:7](=[O:8])[NH2:9])[C:16]([CH2:17][CH3:18])=[O:19]. Yield: 81.7%. Reaction SMILES: [CH3:1][O:2][C:3]1[CH:8]=[CH:7][C:6]([N:9]2[C:13]([C:14]3[CH:19]=[CH:18][C:17]([O:20][CH3:21])=[CH:16][CH:15]=3)=[N:12][C:11]([S:22]([CH3:24])=[O:23])=[N:10]2)=[CH:5][CH:4]=1.ClC1C=CC=C(C(OO)=[O:33])C=1.C(=O)(O)[O-].[Na+]>ClCCl>[CH3:1][O:2][C:3]1[CH:4]=[CH:5][C:6]([N:9]2[C:13]([C:14]3[CH:19]=[CH:18][C:17]([O:20][CH3:21])=[CH:16][CH:15]=3)=[N:12][C:11]([S:22]([CH3:24])(=[O:33])=[O:23])=[N:10]2)=[CH:7][CH:8]=1 |f:2.3|. The solvent is ClCCl (Dichloromethane), ClCCl (dichloromethane). Yields the product COC1=CC=C(C=C1)N1N=C(N=C1C1=CC=C(C=C1)OC)S(=O)(=O)C (1,5-bis(4-methoxyphenyl)-3-(methylsulfonyl)-1H-1,2,4-triazole). Procedure details: A mixture of 1,5-bis(4-methoxyphenyl)-3-(methylsulfinyl)-1H-1,2,4-triazole (152 mg, 0.443 mmol) and m-chloroperbenzoic acid (115 mg, 0.664 mmol) in dichloromethane (1.5 mL) was stirred at room temperature for 6 hours. Dichloromethane and sat. sodium bicarbonate solution were poured into the mixture and the organic layer was separated. The aqueous layer was extracted with dichloromethane. A combined organic layer was washed with sat. sodium bicarbonate solution and brine and dried over magnesium ... Run at time 6 hour. The reactants are C([O-])(O)=O.[Na+] (sodium bicarbonate), COC1=CC=C(C=C1)N1N=C(N=C1C1=CC=C(C=C1)OC)S(=O)C (1,5-bis(4-methoxyphenyl)-3-(methylsulfinyl)-1H-1,2,4-triazole), ClC1=CC(=CC=C1)C(=O)OO (m-chloroperbenzoic acid). Yields the product CCOC(=O)c1cccc(-n2cc(C#N)c3ccccc32)c1. Reactants: O=C([O-])[O-], CCOC(=O)c1cccc(I)c1, CN(C)CC(=O)O, CS(C)=O, CCOC(C)=O, [Cs+], [Cs+], I[Cu]I, N#Cc1c[nH]c2ccccc12. Reaction SMILES: [C:24](=[O:25])([O-:26])[O-:27].[CH2:12]([CH3:13])[O:14][C:15]([c:16]1[cH:17][c:18]([I:22])[cH:19][cH:20][cH:21]1)=[O:23].[CH3:30][N:31]([CH3:32])[CH2:33][C:34]([OH:35])=[O:36].[CH3:37][S:38](=[O:39])[CH3:40].[CH3:44][CH2:45][O:46][C:47](=[O:48])[CH3:49].[Cs+:28].[Cs+:29].[Cu:41]([I:42])[I:43].[nH:1]1[cH:2][c:3]([C:10]#[N:11])[c:4]2[cH:5][cH:6][cH:7][cH:8][c:9]12>>[n:1]1(-[c:18]2[cH:17][c:16]([C:15]([O:14][CH2:12][CH3:13])=[O:23])[cH:21][cH:20][cH:19]2)[cH:2][c:3]([C:10]#[N:11])[c:4]2[cH:5][cH:6][cH:7][cH:8][c:9]12. Reactants: C(C=C)ON=C(C(=O)NC1[C@@H]2N(C(=C(CS2)C[N+]2=CC=CC=C2)C(=O)[O-])C1=O)C1=NSC(=N1)N (7-[2-allyloxyimino-2-(5-amino-1,2,4-thiadiazol-3-yl)-acetamido]-3-(1-pyridinio)methyl-3-cephem-4-carboxylate), S(O)(O)(=O)=O (sulfuric acid), C(C)(C)O (Isopropyl alcohol). Conditions: time 2 hour. Product: S(=O)(=O)([O-])[O-].C(C=C)ON=C(C(=O)NC1[C@@H]2N(C(=C(CS2)C[N+]2=CC=CC=C2)C(=O)O)C1=O)C1=NSC(=N1)N.C(C=C)ON=C(C(=O)NC1[C@@H]2N(C(=C(CS2)C[N+]2=CC=CC=C2)C(=O)O)C1=O)C1=NSC(=N1)N (7-[2-allyloxyimino-2-(5-amino-1,2,4-thiadiazol-3-yl)acetamido]-3-(1-pyridinio)methyl-3-cephem-4-carboxylate hemisulfate). RXN SMILES: [CH2:1]([O:4][N:5]=[C:6]([C:29]1[N:33]=[C:32]([NH2:34])[S:31][N:30]=1)[C:7]([NH:9][CH:10]1[C:27](=[O:28])[N:12]2[C:13]([C:24]([O-:26])=[O:25])=[C:14]([CH2:17][N+:18]3[CH:23]=[CH:22][CH:21]=[CH:20][CH:19]=3)[CH2:15][S:16][C@H:11]12)=[O:8])[CH:2]=[CH2:3].C(O)(C)C.[S:39](=[O:43])(=[O:42])([OH:41])[OH:40]>>[S:39]([O-:43])([O-:42])(=[O:41])=[O:40].[CH2:1]([O:4][N:5]=[C:6]([C:29]1[N:33]=[C:32]([NH2:34])[S:31][N:30]=1)[C:7]([NH:9][CH:10]1[C:27](=[O:28])[N:12]2[C:13]([C:24]([OH:26])=[O:25])=[C:14]([CH2:17][N+:18]3[CH:23]=[CH:22][CH:21]=[CH:20][CH:19]=3)[CH2:15][S:16][C@H:11]12)=[O:8])[CH:2]=[CH2:3].[CH2:1]([O:4][N:5]=[C:6]([C:29]1[N:33]=[C:32]([NH2:34])[S:31][N:30]=1)[C:7]([NH:9][CH:10]1[C:27](=[O:28])[N:12]2[C:13]([C:24]([OH:26])=[O:25])=[C:14]([CH2:17][N+:18]3[CH:23]=[CH:22][CH:21]=[CH:20][CH:19]=3)[CH2:15][S:16][C@H:11]12)=[O:8])[CH:2]=[CH2:3] |f:3.4.5|. Reported procedure: 7-[2-allyloxyimino-2-(5-amino-1,2,4-thiadiazol-3-yl)-acetamido]-3-(1-pyridinio)methyl-3-cephem-4-carboxylate (syn isomer) (5 g) was dissolved in 1 M sulfuric acid (5 ml) at ambient temparature. Isopropyl alcohol (50 ml) was added to the mixture. The mixture was stirred for 2 hours at ambient temparature. The precipitated crystals were collected by filtration, washed with isopropyl alcohol, and dried over phosphorus pentoxide in vacuo to give the crystals of 7-[2-allyloxyimino-2-(5-amino-1,2,4-th...